describe an organic reaction: reactants, conditions, products, and yield From a dataset of the Open Reaction Database (ORD), a public repository of structured organic reaction records. Reactants: CC1N(CCC1)C1=CC=CC(=N1)NC=1C=2N(N=C(C1)C=1C=C(C=CC1)CO)C=CN2 ((3-(8-(6-(2-methylpyrrolidin-1-yl)pyridin-2-ylamino)imidazo[1,2-b]pyridazin-6-yl)phenyl)methanol). Reagents/catalysts: O=[Mn]=O (MnO2). Solvent: ClCCl (dichloromethane). Conditions: temperature 40 celsius, time 24 hour. Product: CC1N(CCC1)C1=CC=CC(=N1)NC=1C=2N(N=C(C1)C=1C=C(C=O)C=CC1)C=CN2 (3-(8-(6-(2-methylpyrrolidin-1-yl)pyridin-2-ylamino)imidazo[1,2-b]pyridazin-6-yl)benzaldehyde). Isolated yield 45.2%. RXN SMILES: [CH3:1][CH:2]1[CH2:6][CH2:5][CH2:4][N:3]1[C:7]1[N:12]=[C:11]([NH:13][C:14]2[C:15]3[N:16]([CH:28]=[CH:29][N:30]=3)[N:17]=[C:18]([C:20]3[CH:21]=[C:22]([CH2:26][OH:27])[CH:23]=[CH:24][CH:25]=3)[CH:19]=2)[CH:10]=[CH:9][CH:8]=1>ClCCl.O=[Mn]=O>[CH3:1][CH:2]1[CH2:6][CH2:5][CH2:4][N:3]1[C:7]1[N:12]=[C:11]([NH:13][C:14]2[C:15]3[N:16]([CH:28]=[CH:29][N:30]=3)[N:17]=[C:18]([C:20]3[CH:21]=[C:22]([CH:23]=[CH:24][CH:25]=3)[CH:26]=[O:27])[CH:19]=2)[CH:10]=[CH:9][CH:8]=1. Reported procedure: (3-(8-(6-(2-methylpyrrolidin-1-yl)pyridin-2-ylamino)imidazo[1,2-b]pyridazin-6-yl)phenyl)methanol (20 mg, 0.05 mmol) and MnO2 (86 mg, 1.0 mmol) were dissolved in dichloromethane (10 mL), the reaction mixture was heated up to 40° C. with stirring for 24 h, filtered, washed with dichloromethane (30 mL) and then the filtrate was concentrated in vacuo to give a solid which was purified by chromatography on a aluminum oxide eluted with dichloromethane to give 3-(8-(6-(2-methylpyrrolidin-1-yl)pyridin-2...